Dataset: the Open Reaction Database (ORD), a public repository of structured organic reaction records. Task: describe an organic reaction: reactants, conditions, products, and yield Reactants: CC1(C)C2CCC1(CS(=O)(=O)O)C(=O)C2, C1COCCO1, CN(C)CCO, Cc1ccc(C(=O)NC2CC2)cc1-c1ccc2c(=O)n(CC3CC3)cc(CO)c2c1, ClCCl, Cl. Product: Cc1ccc(C(=O)NC2CC2)cc1-c1ccc2c(=O)n(CC3CC3)cc(COCCN(C)C)c2c1. As a reaction SMILES: [C:31]12([CH2:32][S:33]([OH:34])(=[O:35])=[O:36])[C:37]([CH3:38])([CH3:39])[CH:40]([CH2:41][CH2:42]1)[CH2:43][C:44]2=[O:45].[CH2:56]1[O:57][CH2:58][CH2:59][O:60][CH2:61]1.[CH3:46][N:47]([CH3:48])[CH2:49][CH2:50][OH:51].[CH:1]1([NH:4][C:5]([c:6]2[cH:7][c:8](-[c:13]3[cH:14][c:15]4[c:16]([CH2:28][OH:29])[cH:17][n:18]([CH2:24][CH:25]5[CH2:26][CH2:27]5)[c:19](=[O:23])[c:20]4[cH:21][cH:22]3)[c:9]([CH3:12])[cH:10][cH:11]2)=[O:30])[CH2:2][CH2:3]1.[Cl:53][CH2:54][Cl:55].[ClH:52]>>[CH:1]1([NH:4][C:5]([c:6]2[cH:7][c:8](-[c:13]3[cH:14][c:15]4[c:16]([CH2:28][O:29][CH2:50][CH2:49][N:47]([CH3:46])[CH3:48])[cH:17][n:18]([CH2:24][CH:25]5[CH2:26][CH2:27]5)[c:19](=[O:23])[c:20]4[cH:21][cH:22]3)[c:9]([CH3:12])[cH:10][cH:11]2)=[O:30])[CH2:2][CH2:3]1. The reactants are CC(C)(C)NC(=O)C1CSCN1, O=C(NC(Cc1ccccc1)C1CO1)OCc1ccccc1, CC(C)O. Product: CC(C)(C)NC(=O)C1CSCN1CC(O)C(Cc1ccccc1)NC(=O)OCc1ccccc1. As a reaction SMILES: [C:1]([CH3:2])([CH3:3])([CH3:4])[NH:5][C:6](=[O:7])[CH:8]1[NH:9][CH2:10][S:11][CH2:12]1.[CH2:13]([c:14]1[cH:15][cH:16][cH:17][cH:18][cH:19]1)[O:20][C:21](=[O:22])[NH:23][CH:24]([CH:25]1[CH2:26][O:27]1)[CH2:28][c:29]1[cH:30][cH:31][cH:32][cH:33][cH:34]1.[CH:35]([OH:36])([CH3:37])[CH3:38]>>[C:1]([CH3:2])([CH3:3])([CH3:4])[NH:5][C:6](=[O:7])[CH:8]1[N:9]([CH2:26][CH:25]([CH:24]([NH:23][C:21]([O:20][CH2:13][c:14]2[cH:15][cH:16][cH:17][cH:18][cH:19]2)=[O:22])[CH2:28][c:29]2[cH:30][cH:31][cH:32][cH:33][cH:34]2)[OH:27])[CH2:10][S:11][CH2:12]1.